From a dataset of the Open Reaction Database (ORD), a public repository of structured organic reaction records. describe an organic reaction: reactants, conditions, products, and yield Starting materials: C(CC)N1N=C(C2=C(C=CC(=C12)F)C)C1=CC=C(C=C1)OC (1-propyl-7-fluoro-3-(4-methoxyphenyl)-methyl-1H-indazole), B(Br)(Br)Br (boron tribromide), C1=CCCCC1 (cyclohexene). Yields the product FC=1C=CC=C2C(=NN(C12)CCC)C1=CC=C(C=C1)O (4-(7-fluoro-1-propyl-1H-indazol-3-yl)phenol). Isolated yield 95.8%. RXN SMILES: [CH2:1]([N:4]1[C:12]2[C:7](=[C:8](C)[CH:9]=[CH:10][C:11]=2[F:13])[C:6]([C:15]2[CH:20]=[CH:19][C:18]([O:21]C)=[CH:17][CH:16]=2)=[N:5]1)[CH2:2][CH3:3].B(Br)(Br)Br.C1CCCCC=1>>[F:13][C:11]1[CH:10]=[CH:9][CH:8]=[C:7]2[C:12]=1[N:4]([CH2:1][CH2:2][CH3:3])[N:5]=[C:6]2[C:15]1[CH:16]=[CH:17][C:18]([OH:21])=[CH:19][CH:20]=1. Procedure details: Prepared according to Method D step C from 1-propyl-7-fluoro-3-(4-methoxyphenyl)-methyl-1H-indazole (0.051 g, 0.197 mmol), boron tribromide (0.10 mL, 1.05 mmol) and 0.3 mL of cyclohexene to give the product (0.051 g) as an off-white solid. The reactants are NC1=NC(=C(C(=N1)N)C1=C(C(=CC(=C1)Cl)Cl)Cl)C (2,4-Diamino-5-(2,3,5-trichlorophenyl)-6-methyl-pyrimidine), ClC1=C(C=CC=C1Cl)CC#N (2,3-dichlorophenylacetonitrile). Product: NC1=NC(=C(C(=N1)N)C1=C(C(=CC=C1)Cl)Cl)C (2,4-Diamino-5-(2,3-dichlorophenyl)-6-methylpyrimidine). RXN SMILES: [NH2:1][C:2]1[N:7]=[C:6]([NH2:8])[C:5]([C:9]2[CH:14]=[C:13](Cl)[CH:12]=[C:11]([Cl:16])[C:10]=2[Cl:17])=[C:4]([CH3:18])[N:3]=1.ClC1C(Cl)=CC=CC=1CC#N>>[NH2:1][C:2]1[N:7]=[C:6]([NH2:8])[C:5]([C:9]2[CH:14]=[CH:13][CH:12]=[C:11]([Cl:16])[C:10]=2[Cl:17])=[C:4]([CH3:18])[N:3]=1. Procedure details: This compound was made in an analogous manner to the compound of Example 6 from 2,3-dichlorophenylacetonitrile, m.pt. 245°-247° C. The reactants are CCOC(=O)C=Cc1cnc(NC2CCN(C(=O)OC(C)(C)C)C2)c(F)c1, CCO, Cl, C1COCCO1. As a reaction SMILES: [CH2:1]([CH3:2])[O:3][C:4]([CH:5]=[CH:6][c:7]1[cH:8][c:9]([F:26])[c:10]([NH:13][CH:14]2[CH2:15][N:16]([C:19]([O:20][C:21]([CH3:22])([CH3:23])[CH3:24])=[O:25])[CH2:17][CH2:18]2)[n:11][cH:12]1)=[O:27].[CH3:29][CH2:30][OH:31].[ClH:28].[O:32]1[CH2:33][CH2:34][O:35][CH2:36][CH2:37]1>>[CH2:1]([CH3:2])[O:3][C:4]([CH:5]=[CH:6][c:7]1[cH:8][c:9]([F:26])[c:10]([NH:13][CH:14]2[CH2:15][NH:16][CH2:17][CH2:18]2)[n:11][cH:12]1)=[O:27]. Product: CCOC(=O)C=Cc1cnc(NC2CCNC2)c(F)c1. The reactants are Cl (HCl), C(C)(C)(C)OC(=O)N1CCN(C(CC1)=O)CCCN1CCCCC1 (5-oxo-4-(3-piperidin-1-yl-propyl)-[1,4]diazepane-1-carboxylic acid tert-butyl ester), CO (MeOH). Solvent: O1CCOCC1 (dioxane), C(Cl)Cl (CH2Cl2). Run at temperature 0 celsius, time 3 hour. Yields the product Cl.Cl.N1(CCCCC1)CCCN1CCNCCC1=O (4-(3-Piperidin-1-yl-propyl)-[1,4]diazepan-5-one-dihydrochloride). As a reaction SMILES: C(OC([N:8]1[CH2:14][CH2:13][C:12](=[O:15])[N:11]([CH2:16][CH2:17][CH2:18][N:19]2[CH2:24][CH2:23][CH2:22][CH2:21][CH2:20]2)[CH2:10][CH2:9]1)=O)(C)(C)C.[ClH:25].CO>C(Cl)Cl.O1CCOCC1>[ClH:25].[ClH:25].[N:19]1([CH2:18][CH2:17][CH2:16][N:11]2[C:12](=[O:15])[CH2:13][CH2:14][NH:8][CH2:9][CH2:10]2)[CH2:20][CH2:21][CH2:22][CH2:23][CH2:24]1 |f:5.6.7|. Reported procedure: A solution of 7.3 g (21.50 mmol) of 5-oxo-4-(3-piperidin-1-yl-propyl)-[1,4]diazepane-1-carboxylic acid tert-butyl ester was dissolved in 140 ml CH2Cl2, cooled to 0° C. and treated with 54 ml (215.03 mmol) of 4M HCl in dioxane, then warmed to RT. After 3 h, 40 ml of MeOH were added to dissolve the precipitation and stirring was continued over night. The solution was evaporated, dissolved in toluene and evaporated (2×) to yield 7.71 g (quantitative) of the title compound as a white solid. MS: 240.... The reactants are FC1=CC=C(C=C1)NN (4-fluorophenylhydrazine), IC=1C=C(C(=O)C(C#N)=CNC2=CC=CC=C2)C=CC1 (2-(3-iodobenzoyl)-3-phenylaminoacrylonitrile). Solvent: C(C)O (ethanol), CCCCCC (hexane). Conditions: time 30 minute. Product: NC1=C(C=NN1C1=CC=C(C=C1)F)C(C1=CC(=CC=C1)I)=O (5-amino-4-(3-iodobenzoyl)-1-(4-fluorophenyl)pyrazole). Isolated yield 87.4%. RXN SMILES: [F:1][C:2]1[CH:7]=[CH:6][C:5]([NH:8][NH2:9])=[CH:4][CH:3]=1.[I:10][C:11]1[CH:12]=[C:13]([CH:27]=[CH:28][CH:29]=1)[C:14]([C:16](=[CH:19]NC1C=CC=CC=1)[C:17]#[N:18])=[O:15]>C(O)C.CCCCCC>[NH2:18][C:17]1[N:8]([C:5]2[CH:6]=[CH:7][C:2]([F:1])=[CH:3][CH:4]=2)[N:9]=[CH:19][C:16]=1[C:14](=[O:15])[C:13]1[CH:27]=[CH:28][CH:29]=[C:11]([I:10])[CH:12]=1. Procedure: A mixture of 4-fluorophenylhydrazine (26.6 g, 211 mmol) and 2-(3-iodobenzoyl)-3-phenylaminoacrylonitrile (79 g, 211 mmol) in ethanol (400 ml) was heated at reflux under a nitrogen atmosphere. After 30 minutes, the reaction mixture was cooled to room temperature, diluted with hexane to give 5-amino-4-(3-iodobenzoyl)-1-(4-fluorophenyl)pyrazole (75.1 g) as a solid. Reactants: C(CC)N1C(N(C=2N=C(N(C2C1=O)COCC[Si](C)(C)C)C=1C=NN(C1)CC1C(C1)C1=CC(=CC=C1)C(F)(F)F)CCC)=O (1,3-dipropyl-8-{1-[2-(3-trifluoromethyl-phenyl)-cyclopropylmethyl]-1H-pyrazol-4-yl}-7-(2-trimethylsilanyl-ethoxymethyl)-3,7-dihydro-purine-2,6-dione), Cl (HCl). Run in C(C)O (ethanol). Conditions: temperature 85 celsius. Product: C(CC)N1C(N(C=2N=C(NC2C1=O)C=1C=NN(C1)CC1C(C1)C1=CC(=CC=C1)C(F)(F)F)CCC)=O (1,3-Dipropyl-8-{1-[2-(3-trifluoromethyl-phenyl)-cyclopropylmethyl]-1H-pyrazol-4-yl}-3,7-dihydro-purine-2,6-dione). RXN SMILES: [CH2:1]([N:4]1[C:12](=[O:13])[C:11]2[N:10](COCC[Si](C)(C)C)[C:9]([C:22]3[CH:23]=[N:24][N:25]([CH2:27][CH:28]4[CH2:30][CH:29]4[C:31]4[CH:36]=[CH:35][CH:34]=[C:33]([C:37]([F:40])([F:39])[F:38])[CH:32]=4)[CH:26]=3)=[N:8][C:7]=2[N:6]([CH2:41][CH2:42][CH3:43])[C:5]1=[O:44])[CH2:2][CH3:3].Cl>C(O)C>[CH2:1]([N:4]1[C:12](=[O:13])[C:11]2[NH:10][C:9]([C:22]3[CH:23]=[N:24][N:25]([CH2:27][CH:28]4[CH2:30][CH:29]4[C:31]4[CH:36]=[CH:35][CH:34]=[C:33]([C:37]([F:39])([F:38])[F:40])[CH:32]=4)[CH:26]=3)=[N:8][C:7]=2[N:6]([CH2:41][CH2:42][CH3:43])[C:5]1=[O:44])[CH2:2][CH3:3]. Reported procedure: A mixture of 1,3-dipropyl-8-{1-[2-(3-trifluoromethyl-phenyl)-cyclopropylmethyl]-1H-pyrazol-4-yl}-7-(2-trimethylsilanyl-ethoxymethyl)-3,7-dihydro-purine-2,6-dione (0.55 g, 0.087 mmol), 2 N HCl (2 ml), ethanol (3 ml) were heated at 85° C. for 3 hours. The mixture was cooled to 10-15° C. and solid material was separated. It was filtered off and washed with water (1 ml), diethyl ether (1 ml) to obtain the title compound (0.016 g, 37 The reactants are CC1(N)CCCNC1, N#Cc1ccccc1Cn1c(Cl)ncc(Cl)c1=O. Yields the product CC1(N)CCCN(c2ncc(Cl)c(=O)n2Cc2ccccc2C#N)C1. RXN SMILES: [CH3:19][C:20]1([NH2:26])[CH2:21][NH:22][CH2:23][CH2:24][CH2:25]1.[Cl:1][c:2]1[n:3]([CH2:10][c:11]2[c:12]([C:13]#[N:14])[cH:15][cH:16][cH:17][cH:18]2)[c:4](=[O:9])[c:5]([Cl:8])[cH:6][n:7]1>>[c:2]1([N:22]2[CH2:21][C:20]([CH3:19])([NH2:26])[CH2:25][CH2:24][CH2:23]2)[n:3]([CH2:10][c:11]2[c:12]([C:13]#[N:14])[cH:15][cH:16][cH:17][cH:18]2)[c:4](=[O:9])[c:5]([Cl:8])[cH:6][n:7]1.